This data is from the Open Reaction Database (ORD), a public repository of structured organic reaction records. The task is: describe an organic reaction: reactants, conditions, products, and yield Reactants: Cl.CN1N=CC(=C1)N (1-methyl-1H-pyrazol-4-amine hydrochloride), CCN(C(C)C)C(C)C (DIPEA), ClC1=NC=CC(=N1)N(C1CCC2(CCN(C2)C(=O)OC(C)(C)C)CC1)C (tert-butyl 8-((2-chloropyrimidin-4-yl)(methyl)amino)-2-azaspiro[4.5]decane-2-carboxylate). The solvent is CCCCO (n-BuOH). Conditions: temperature 150 celsius, time 8 hour. The product is CN(C1CCC2(CCN(C2)C(=O)OC(C)(C)C)CC1)C1=NC(=NC=C1)NC=1C=NN(C1)C (tert-butyl 8-(methyl(2-((1-methyl-1H-pyrazol-4-yl)amino)pyrimidin-4-yl)amino)-2-azaspiro[4.5]decane-2-carboxylate). Isolated yield 63.1%. As a reaction SMILES: Cl[C:2]1[N:7]=[C:6]([N:8]([CH3:26])[CH:9]2[CH2:25][CH2:24][C:12]3([CH2:16][N:15]([C:17]([O:19][C:20]([CH3:23])([CH3:22])[CH3:21])=[O:18])[CH2:14][CH2:13]3)[CH2:11][CH2:10]2)[CH:5]=[CH:4][N:3]=1.Cl.[CH3:28][N:29]1[CH:33]=[C:32]([NH2:34])[CH:31]=[N:30]1.CCN(C(C)C)C(C)C>CCCCO>[CH3:26][N:8]([C:6]1[CH:5]=[CH:4][N:3]=[C:2]([NH:34][C:32]2[CH:31]=[N:30][N:29]([CH3:28])[CH:33]=2)[N:7]=1)[CH:9]1[CH2:25][CH2:24][C:12]2([CH2:16][N:15]([C:17]([O:19][C:20]([CH3:23])([CH3:22])[CH3:21])=[O:18])[CH2:14][CH2:13]2)[CH2:11][CH2:10]1 |f:1.2|. Procedure: To a suspension of tert-butyl 8-((2-chloropyrimidin-4-yl)(methyl)amino)-2-azaspiro[4.5]decane-2-carboxylate (0.30 g, 0.79 mmol) in n-BuOH (4.0 mL) were added 1-methyl-1H-pyrazol-4-amine hydrochloride (0.21 g, 1.58 mmol) and DIPEA (0.41 g, 3.15 mmol). The mixture was stirred in a sealed tube at 150° C. overnight. The mixture was concentrated in vacuo. The residue was purified by silica gel column chromatography (DCM/MeOH (v/v)=50/1) to give the title compound as a yellow solid (0.22 g, 63%). Starting materials: C(#N)C1=C(SC2=C1CCC(C2)=O)NC(C(CC)CC)=O (N-(3-Cyano-6-oxo-4,5,6,7-tetrahydro-1-benzothien-2-yl)-2-ethylbutanamide), NC(CO)C(C)(C)C (2-amino-3,3-dimethylbutan-1-ol), C(C)(=O)O (acetic acid), C(C)(=O)O[BH-](OC(C)=O)OC(C)=O.[Na+] (sodium triacetoxyborohydride). Run in ClCCl (dichloromethane), C(=O)(O)[O-].[Na+] (NaHCO3). Product: C(#N)C1=C(SC2=C1CCC(C2)NC(C(C)(C)C)CO)NC(C(CC)CC)=O (N-(3-Cyano-6-{[1-(hydroxymethyl)-2,2-dimethylpropyl]amino}-4,5,6,7-tetrahydro-1-benzothien-2-yl)-2-ethylbutanamide). RXN SMILES: [C:1]([C:3]1[C:7]2[CH2:8][CH2:9][C:10](=O)[CH2:11][C:6]=2[S:5][C:4]=1[NH:13][C:14](=[O:20])[CH:15]([CH2:18][CH3:19])[CH2:16][CH3:17])#[N:2].[NH2:21][CH:22]([C:25]([CH3:28])([CH3:27])[CH3:26])[CH2:23][OH:24].C(O[BH-](OC(=O)C)OC(=O)C)(=O)C.[Na+].C(O)(=O)C>ClCCl.C([O-])(O)=O.[Na+]>[C:1]([C:3]1[C:7]2[CH2:8][CH2:9][CH:10]([NH:21][CH:22]([CH2:23][OH:24])[C:25]([CH3:28])([CH3:27])[CH3:26])[CH2:11][C:6]=2[S:5][C:4]=1[NH:13][C:14](=[O:20])[CH:15]([CH2:18][CH3:19])[CH2:16][CH3:17])#[N:2] |f:2.3,6.7|. Procedure: To a solution of the intermediate isolated in Example 9, Step C, in 40 mL of dichloromethane was added 0.452 g (3.90 mmol) of 2-amino-3,3-dimethylbutan-1-ol, followed by 1.24 g (5.9 mmol) of sodium triacetoxyborohydride and 0.468 mL (7.80 mmol) of acetic acid. After 16 h at ambient temperature the reaction was diluted with an equal volume of saturated aqueous NaHCO3. The organic layer was dried (Na2SO4) and concentrated in vacuo. Purification by preparative reversed phase HPLC afforded the title... Reactants: [Si](C1=CC=CC=C1)(C1=CC=CC=C1)(C(C)(C)C)OC[C@H](CSC1=C(C(NC=C1)=O)[N+](=O)[O-])NC(OC(C)(C)C)=O (tert-butyl {(2R)-1-{[tert-butyl(diphenyl)silyl]oxy}-3-[(3-nitro-2-oxo-1,2-dihydropyridin-4-yl)sulfanyl]propan-2-yl}carbamate), C(C)(=O)[O-].[NH4+] (ammonium acetate), [Sn](Cl)Cl (tin(II) chloride). Solvent: C1CCOC1 (THF), O (water), C(Cl)Cl (DCM). Run at time 22 hour. Yields the product C(C)(C)(C)OC(N[C@@H](CSC1=C(C(NC=C1)=O)N)CO[Si](C1=CC=CC=C1)(C1=CC=CC=C1)C(C)(C)C)=O (tert-butyl[(2R)-1-[(3-amino-2-oxo-1,2-dihydropyridin-4-yl)sulfanyl]-3-{[tert-butyl(diphenyl)silyl]oxy)propan-2-yl]carbamate). Isolated yield 62.9%. As a reaction SMILES: [Si:1]([O:18][CH2:19][C@@H:20]([NH:33][C:34](=[O:40])[O:35][C:36]([CH3:39])([CH3:38])[CH3:37])[CH2:21][S:22][C:23]1[CH:28]=[CH:27][NH:26][C:25](=[O:29])[C:24]=1[N+:30]([O-])=O)([C:14]([CH3:17])([CH3:16])[CH3:15])([C:8]1[CH:13]=[CH:12][CH:11]=[CH:10][CH:9]=1)[C:2]1[CH:7]=[CH:6][CH:5]=[CH:4][CH:3]=1.C([O-])(=O)C.[NH4+].[Sn](Cl)Cl>C1COCC1.O.C(Cl)Cl>[C:36]([O:35][C:34](=[O:40])[NH:33][C@H:20]([CH2:19][O:18][Si:1]([C:14]([CH3:17])([CH3:16])[CH3:15])([C:8]1[CH:9]=[CH:10][CH:11]=[CH:12][CH:13]=1)[C:2]1[CH:7]=[CH:6][CH:5]=[CH:4][CH:3]=1)[CH2:21][S:22][C:23]1[CH:28]=[CH:27][NH:26][C:25](=[O:29])[C:24]=1[NH2:30])([CH3:39])([CH3:37])[CH3:38] |f:1.2|. Procedure: A solution of tert-butyl{(2R)-1-{[tert-butyl(diphenyl)silyl]oxy}-3-[(3-nitro-2-oxo-1,2-dihydropyridin-4-yl)sulfanyl]propan-2-yl}carbamate (44, 507 mg, 0.87 mmol) and ammonium acetate (1.1 g, 14.0 mmol) in THF (12 ml) and water (3 ml) was treated with anhydrous tin(II) chloride (1.04 g, 5.5 mmol) and the mixture stirred at +65° C. for 22 h. The reaction mixture was diluted with DCM, washed with saturated NaHCO3, dried over MgSO4, filtered and concentrated. Purification was performed in a chromato... Starting materials: CC1(C(C(C(C=2N=CC=NC12)=O)C1=C(C=CC=C1)C(F)(F)F)=O)C (8,8-dimethyl-6-(2-trifluoromethyl-phenyl)-8H-quinoxaline-5,7-dione), N1=CC=CC=C1 (pyridine), C(C(C)C)(=O)Cl (isobutryl chloride). Run in ClCCl (dichloromethane). Run at time 1 hour. Yields the product CC1(C(C(=C(C=2N=CC=NC12)OC(C(C)C)=O)C1=C(C=CC=C1)C(F)(F)F)=O)C (isobutyric acid 8,8-dimethyl-7-oxo-6-(2-trifluoromethyl-phenyl)-7,8-dihydro-quinoxalin-5-yl ester). Yield: 70.5%. As a reaction SMILES: [CH3:1][C:2]1([CH3:24])[C:11]2[N:10]=[CH:9][CH:8]=[N:7][C:6]=2[C:5](=[O:12])[CH:4]([C:13]2[CH:18]=[CH:17][CH:16]=[CH:15][C:14]=2[C:19]([F:22])([F:21])[F:20])[C:3]1=[O:23].N1C=CC=CC=1.[C:31](Cl)(=[O:35])[CH:32]([CH3:34])[CH3:33]>ClCCl>[CH3:1][C:2]1([CH3:24])[C:11]2[N:10]=[CH:9][CH:8]=[N:7][C:6]=2[C:5]([O:12][C:31](=[O:35])[CH:32]([CH3:34])[CH3:33])=[C:4]([C:13]2[CH:18]=[CH:17][CH:16]=[CH:15][C:14]=2[C:19]([F:22])([F:21])[F:20])[C:3]1=[O:23]. Reported procedure: To a stirred solution of crude 8,8-dimethyl-6-(2-trifluoromethyl-phenyl)-8H-quinoxaline-5,7-dione (0.190 g) in dichloromethane (2.0 ml) at ambient temperature was added pyridine (0.054 g) followed by isobutryl chloride (isopropyl-C(O)—Cl, 0.064 g) and the reaction mixture stirred for 1 hour. The reaction mixture was concentrated and the residue purified by chromatography on silica gel (eluent 5-95% ethyl acetate in isohexane) to give isobutyric acid 8,8-dimethyl-7-oxo-6-(2-trifluoromethyl-phenyl... The reactants are C1(CCCCC1)N1CC(CC1)NC(=O)C1=C(NC(C(=O)[O-])=O)C=CC=C1.[Na+] (Sodium 2-(1-cyclohexyl-3-pyrrolidinylaminocarbonyl)oxanilate). Solvent: O (water). The product is C1(CCCCC1)N1CC(CC1)NC(=O)C1=C(NC(C(=O)O)=O)C=CC=C1 (2-(1-Cyclohexyl-3-pyrrolidinylaminocarbonyl)oxanilic Acid). Reaction SMILES: [CH:1]1([N:7]2[CH2:11][CH2:10][CH:9]([NH:12][C:13]([C:15]3[CH:26]=[CH:25][CH:24]=[CH:23][C:16]=3[NH:17][C:18](=[O:22])[C:19]([O-:21])=[O:20])=[O:14])[CH2:8]2)[CH2:6][CH2:5][CH2:4][CH2:3][CH2:2]1.[Na+]>O>[CH:1]1([N:7]2[CH2:11][CH2:10][CH:9]([NH:12][C:13]([C:15]3[CH:26]=[CH:25][CH:24]=[CH:23][C:16]=3[NH:17][C:18](=[O:22])[C:19]([OH:21])=[O:20])=[O:14])[CH2:8]2)[CH2:2][CH2:3][CH2:4][CH2:5][CH2:6]1 |f:0.1|. Procedure: The amorphous sodium salt from Example 5 was suspended in distilled water; the pH of the solution was 9.0. The stirred solution was cooled and acidified with dilute hydrochloric acid to pH 4 at which point maximum precipitation occurred. The precipitate was collected and air-dried to give 2.76 g. of product which melted at 268°-270° C.